From a dataset of the Open Reaction Database (ORD), a public repository of structured organic reaction records. describe an organic reaction: reactants, conditions, products, and yield The reactants are COc1ccc(C(=O)Cl)cc1, [Cl-], CC(C)(C)OC(=O)n1nc(N)c2nc(C(=O)NC(C)(C)c3ccccc3)sc21, [Na+], C1CCOC1, c1ccncc1. Product: COc1ccc(C(=O)Nc2nn(C(=O)OC(C)(C)C)c3sc(C(=O)NC(C)(C)c4ccccc4)nc23)cc1. As a reaction SMILES: [CH3:29][O:30][c:31]1[cH:32][cH:33][c:34]([C:35](=[O:36])[Cl:37])[cH:38][cH:39]1.[Cl-:41].[NH2:1][c:2]1[n:3][n:4]([C:22](=[O:23])[O:24][C:25]([CH3:26])([CH3:27])[CH3:28])[c:5]2[c:6]1[n:7][c:8]([C:10]([NH:11][C:12]([CH3:13])([c:14]1[cH:15][cH:16][cH:17][cH:18][cH:19]1)[CH3:20])=[O:21])[s:9]2.[Na+:40].[O:48]1[CH2:49][CH2:50][CH2:51][CH2:52]1.[cH:42]1[cH:43][cH:44][n:45][cH:46][cH:47]1>>[NH:1]([c:2]1[n:3][n:4]([C:22](=[O:23])[O:24][C:25]([CH3:26])([CH3:27])[CH3:28])[c:5]2[c:6]1[n:7][c:8]([C:10]([NH:11][C:12]([CH3:13])([c:14]1[cH:15][cH:16][cH:17][cH:18][cH:19]1)[CH3:20])=[O:21])[s:9]2)[C:35]([c:34]1[cH:33][cH:32][c:31]([O:30][CH3:29])[cH:39][cH:38]1)=[O:36]. As a reaction SMILES: [CH2:17]1[O:18][CH2:19][CH2:20][CH2:21]1.[CH3:14][NH:15][CH3:16].[CH3:22][OH:23].[F:6][c:7]1[cH:8][cH:9][c:10]([CH3:13])[cH:11][cH:12]1.[S:1](=[O:2])(=[O:3])([Cl:4])[Cl:5]>>[S:1](=[O:2])(=[O:3])([c:9]1[cH:8][c:7]([F:6])[cH:12][cH:11][c:10]1[CH3:13])[N:15]([CH3:14])[CH3:16]. Reactants: C1CCOC1, CNC, CO, Cc1ccc(F)cc1, O=S(=O)(Cl)Cl. The product is Cc1ccc(F)cc1S(=O)(=O)N(C)C.